This data is from the Open Reaction Database (ORD), a public repository of structured organic reaction records. The task is: describe an organic reaction: reactants, conditions, products, and yield The reactants are CCOC(C)=O, CS(C)=O, CCCCCC, O=C(Cl)C(=O)Cl, ClCCl, CCCCC(NC(=O)OCC1(Cc2nc(-c3ccccc3)cs2)CCC1)C(O)C(=O)NC(C)c1ccccc1. The product is CCCCC(NC(=O)OCC1(Cc2nc(-c3ccccc3)cs2)CCC1)C(=O)C(=O)NC(C)c1ccccc1. Reaction SMILES: [C:56]([O:57][CH2:58][CH3:59])(=[O:60])[CH3:61].[CH3:46][S:47]([CH3:48])=[O:49].[CH3:50][CH2:51][CH2:52][CH2:53][CH2:54][CH3:55].[Cl:40][C:41]([C:42]([Cl:43])=[O:44])=[O:45].[Cl:62][CH2:63][Cl:64].[OH:1][CH:2]([C:3]([NH:4][CH:5]([CH3:6])[c:7]1[cH:8][cH:9][cH:10][cH:11][cH:12]1)=[O:13])[CH:14]([CH2:15][CH2:16][CH2:17][CH3:18])[NH:19][C:20]([O:21][CH2:22][C:23]1([CH2:27][c:28]2[s:29][cH:30][c:31](-[c:33]3[cH:34][cH:35][cH:36][cH:37][cH:38]3)[n:32]2)[CH2:24][CH2:25][CH2:26]1)=[O:39]>>[O:1]=[C:2]([C:3]([NH:4][CH:5]([CH3:6])[c:7]1[cH:8][cH:9][cH:10][cH:11][cH:12]1)=[O:13])[CH:14]([CH2:15][CH2:16][CH2:17][CH3:18])[NH:19][C:20]([O:21][CH2:22][C:23]1([CH2:27][c:28]2[s:29][cH:30][c:31](-[c:33]3[cH:34][cH:35][cH:36][cH:37][cH:38]3)[n:32]2)[CH2:24][CH2:25][CH2:26]1)=[O:39].